This data is from the Open Reaction Database (ORD), a public repository of structured organic reaction records. The task is: describe an organic reaction: reactants, conditions, products, and yield The reactants are [Al+3], O=C(Cl)Cc1ccc(Br)cc1, [Cl-], [Cl-], [Cl-], Clc1ccccc1. The product is O=C(Cc1ccc(Br)cc1)c1ccc(Cl)cc1. Reaction SMILES: [Al+3:2].[Br:12][c:13]1[cH:14][cH:15][c:16]([CH2:19][C:20](=[O:21])[Cl:22])[cH:17][cH:18]1.[Cl-:1].[Cl-:3].[Cl-:4].[Cl:5][c:6]1[cH:7][cH:8][cH:9][cH:10][cH:11]1>>[Cl:5][c:6]1[cH:7][cH:8][c:9]([C:20]([CH2:19][c:16]2[cH:15][cH:14][c:13]([Br:12])[cH:18][cH:17]2)=[O:21])[cH:10][cH:11]1. Reactants: N1(CCCC1)CC1=CC=C(C=C1)N1CCC(CC1)C=O (1-(4-Pyrrolidin-1-ylmethyl-phenyl)-piperidine-4-carbaldehyde), N1CCOCC1 (morpholine). Product: N1(CCCC1)CC1=CC=C(C=C1)N1CCC(CC1)CN1CCOCC1 (4-{1-(4-Pyrrolidin-1-ylmethyl-phenyl)-pieridin-4-ylmethyl}-morpholine). As a reaction SMILES: [N:1]1([CH2:6][C:7]2[CH:12]=[CH:11][C:10]([N:13]3[CH2:18][CH2:17][CH:16]([CH:19]=O)[CH2:15][CH2:14]3)=[CH:9][CH:8]=2)[CH2:5][CH2:4][CH2:3][CH2:2]1.[NH:21]1[CH2:26][CH2:25][O:24][CH2:23][CH2:22]1>>[N:1]1([CH2:6][C:7]2[CH:12]=[CH:11][C:10]([N:13]3[CH2:14][CH2:15][CH:16]([CH2:19][N:21]4[CH2:26][CH2:25][O:24][CH2:23][CH2:22]4)[CH2:17][CH2:18]3)=[CH:9][CH:8]=2)[CH2:2][CH2:3][CH2:4][CH2:5]1. Procedure details: Prepared from the product of Example 16 and morpholine. Reactants: NC(=O)C1C2C=CC(C2)C1Nc1nc(Cl)ncc1C(F)(F)F, Nc1ccc2c(c1)CCC(N1CCOCC1)CC2. The product is NC(=O)C1C2C=CC(C2)C1Nc1nc(Nc2ccc3c(c2)CCC(N2CCOCC2)CC3)ncc1C(F)(F)F. As a reaction SMILES: [Cl:1][c:2]1[n:3][cH:4][c:5]([C:19]([F:20])([F:21])[F:22])[c:6]([NH:8][CH:9]2[CH:10]([C:16](=[O:17])[NH2:18])[CH:11]3[CH:12]=[CH:13][CH:14]2[CH2:15]3)[n:7]1.[O:23]1[CH2:24][CH2:25][N:26]([CH:29]2[CH2:30][CH2:31][c:32]3[c:33]([cH:36][c:37]([NH2:40])[cH:38][cH:39]3)[CH2:34][CH2:35]2)[CH2:27][CH2:28]1>>[c:2]1([NH:40][c:37]2[cH:36][c:33]3[c:32]([cH:39][cH:38]2)[CH2:31][CH2:30][CH:29]([N:26]2[CH2:25][CH2:24][O:23][CH2:28][CH2:27]2)[CH2:35][CH2:34]3)[n:3][cH:4][c:5]([C:19]([F:20])([F:21])[F:22])[c:6]([NH:8][CH:9]2[CH:10]([C:16](=[O:17])[NH2:18])[CH:11]3[CH:12]=[CH:13][CH:14]2[CH2:15]3)[n:7]1. RXN SMILES: [Br:1][c:2]1[c:3]([NH:18][CH:19]2[CH:20]([OH:28])[CH2:21][c:22]3[cH:23][cH:24][cH:25][cH:26][c:27]32)[n:4][c:5]([O:16][CH3:17])[c:6](-[c:8]2[c:9]([Cl:15])[cH:10][c:11]([Cl:14])[cH:12][cH:13]2)[n:7]1.[CH2:29]([CH2:30][CH2:42][CH3:43])[Sn:31]([CH2:32][CH2:33][CH2:34][CH3:35])([CH2:36][CH2:37][CH2:38][CH3:39])[CH:40]=[CH2:41].[F-:44].[K+:45].[O:46]=[CH:47][N:48]([CH3:49])[CH3:50].[cH:51]1[cH:52][cH:53][c:54]([P:55]([Pd:56]([P:57]([c:58]2[cH:59][cH:60][cH:61][cH:62][cH:63]2)([c:64]2[cH:65][cH:66][cH:67][cH:68][cH:69]2)[c:70]2[cH:71][cH:72][cH:73][cH:74][cH:75]2)([P:76]([c:77]2[cH:78][cH:79][cH:80][cH:81][cH:82]2)([c:83]2[cH:84][cH:85][cH:86][cH:87][cH:88]2)[c:89]2[cH:90][cH:91][cH:92][cH:93][cH:94]2)[P:95]([c:96]2[cH:97][cH:98][cH:99][cH:100][cH:101]2)([c:102]2[cH:103][cH:104][cH:105][cH:106][cH:107]2)[c:108]2[cH:109][cH:110][cH:111][cH:112][cH:113]2)([c:114]2[cH:115][cH:116][cH:117][cH:118][cH:119]2)[c:120]2[cH:121][cH:122][cH:123][cH:124][cH:125]2)[cH:126][cH:127]1>>[c:2]1([CH:29]=[CH2:30])[c:3]([NH:18][CH:19]2[CH:20]([OH:28])[CH2:21][c:22]3[cH:23][cH:24][cH:25][cH:26][c:27]32)[n:4][c:5]([O:16][CH3:17])[c:6](-[c:8]2[c:9]([Cl:15])[cH:10][c:11]([Cl:14])[cH:12][cH:13]2)[n:7]1. Starting materials: COc1nc(NC2c3ccccc3CC2O)c(Br)nc1-c1ccc(Cl)cc1Cl, C=C[Sn](CCCC)(CCCC)CCCC, [F-], [K+], CN(C)C=O, c1ccc(P(c2ccccc2)(c2ccccc2)[Pd](P(c2ccccc2)(c2ccccc2)c2ccccc2)(P(c2ccccc2)(c2ccccc2)c2ccccc2)P(c2ccccc2)(c2ccccc2)c2ccccc2)cc1. Yields the product C=Cc1nc(-c2ccc(Cl)cc2Cl)c(OC)nc1NC1c2ccccc2CC1O. Starting materials: C(C1=CC=CC=C1)(=O)N1C(C(C2=CC=CC=C12)=C(C1=CC=CC=C1)Cl)=O (1-benzoyl-3-(1-chloro-1-phenyl-methylidene)-2-indolinone), NC=1C=C(C(=O)N)C=CC1 (3-aminobenzoic acid amide), [OH-].[Na+] (sodium hydroxide). The solvent is C1CCOC1 (THF), CO (methanol). Product: NC(=O)C=1C=C(C=CC1)N\C(\C1=CC=CC=C1)=C\1/C(NC2=CC=CC=C12)=O ((Z)-3-{1-[3-(aminocarbonyl)phenylamino]-1-phenyl-methylidene}-2-indolinone). Reaction SMILES: C([N:9]1[C:17]2[C:12](=[CH:13][CH:14]=[CH:15][CH:16]=2)[C:11](=[C:18](Cl)[C:19]2[CH:24]=[CH:23][CH:22]=[CH:21][CH:20]=2)[C:10]1=[O:26])(=O)C1C=CC=CC=1.[NH2:27][C:28]1[CH:29]=[C:30]([CH:34]=[CH:35][CH:36]=1)[C:31]([NH2:33])=[O:32].[OH-].[Na+]>C1COCC1.CO>[NH2:33][C:31]([C:30]1[CH:29]=[C:28]([NH:27]/[C:18](=[C:11]2\[C:10](=[O:26])[NH:9][C:17]3[C:12]\2=[CH:13][CH:14]=[CH:15][CH:16]=3)/[C:19]2[CH:20]=[CH:21][CH:22]=[CH:23][CH:24]=2)[CH:36]=[CH:35][CH:34]=1)=[O:32] |f:2.3|. Reported procedure: Prepared analogously to Example 9 from 1-benzoyl-3-(1-chloro-1-phenyl-methylidene)-2-indolinone and 3-aminobenzoic acid amide in THF and subsequent treatment with sodium hydroxide solution in methanol. The reactants are C(C)(=O)OCC (Ethyl acetate), C(C)(C)(C)OC(=O)N1C(OC[C@@H]1CNCC)(C)C ((S)-4-ethylaminomethyl-2,2-dimethyl-oxazolidine-3-carboxylic acid tert-butyl ester), ClC1=NC(=NC=C1)C(F)(F)F (4-chloro-2-(trifluoromethyl)pyrimidine), C(C)(C)N(C(C)C)CC (N,N-diisopropyl ethyl amine). The solvent is C(C)(C)O (isopropanol). Product: C(C)(C)(C)OC(=O)N1C(OC[C@@H]1CN(C1=NC(=NC=C1)C(F)(F)F)CC)(C)C ((S)-4-{[Ethyl-(2-trifluoromethyl-pyrimidin-4-yl)-amino]-methyl}-2,2-dimethyl-oxazolidine-3-carboxylic acid tert-butyl ester). Reaction SMILES: [C:1]([O:5][C:6]([N:8]1[C@@H:12]([CH2:13][NH:14][CH2:15][CH3:16])[CH2:11][O:10][C:9]1([CH3:18])[CH3:17])=[O:7])([CH3:4])([CH3:3])[CH3:2].Cl[C:20]1[CH:25]=[CH:24][N:23]=[C:22]([C:26]([F:29])([F:28])[F:27])[N:21]=1.C(N(CC)C(C)C)(C)C.C(OCC)(=O)C>C(O)(C)C>[C:1]([O:5][C:6]([N:8]1[C@@H:12]([CH2:13][N:14]([CH2:15][CH3:16])[C:20]2[CH:25]=[CH:24][N:23]=[C:22]([C:26]([F:29])([F:28])[F:27])[N:21]=2)[CH2:11][O:10][C:9]1([CH3:17])[CH3:18])=[O:7])([CH3:4])([CH3:3])[CH3:2]. Procedure details: A solution of (S)-4-ethylaminomethyl-2,2-dimethyl-oxazolidine-3-carboxylic acid tert-butyl ester (0.310 g, 1.2 mmol), 4-chloro-2-(trifluoromethyl)pyrimidine (0.183 g; 1.0 mmol) and N,N-diisopropyl ethyl amine (0.34 ml, 2.0 mmol) in isopropanol (3 ml) was heated in a sealed vessel in a microwave oven for 30 min at 180° C. Ethyl acetate (20 ml) and silicagel (1 g) was added and the mixture was evaporated. The residue was purified by flash chromatography, column: Isolute® Flash-NH2 (Separtis); elue... Starting materials: O (water), C(#N)C=1C=C(C(=O)N(CCC)CCC)C=CC1F (3-cyano-4-fluoro-N,N-dipropylbenzamide), S(O)(O)(=O)=O (sulfuric acid), O (water). Conditions: temperature 150 celsius. The product is FC1=CC=C(C=C1C(=O)O)C(=O)N(CCC)CCC (6-Fluoro-N,N-dipropyl-isophthalamic acid). RXN SMILES: [C:1]([C:3]1[CH:4]=[C:5]([CH:15]=[CH:16][C:17]=1[F:18])[C:6]([N:8]([CH2:12][CH2:13][CH3:14])[CH2:9][CH2:10][CH3:11])=[O:7])#N.[OH2:19].S(=O)(=O)(O)[OH:21]>>[F:18][C:17]1[C:3]([C:1]([OH:21])=[O:19])=[CH:4][C:5]([C:6]([N:8]([CH2:12][CH2:13][CH3:14])[CH2:9][CH2:10][CH3:11])=[O:7])=[CH:15][CH:16]=1. Procedure details: Dissolve 3-cyano-4-fluoro-N,N-dipropylbenzamide (0.52 g, 2.1 mmol) in a 3:1 solution of concentrated sulfuric acid:water (5 mL). Heat at 150° C. until no starting material remains. Cool to room temperature, pour into water and extract with ethyl acetate. Wash the organic layer with saturated aqueous sodium chloride solution, dry (magnesium sulfate) and concentrate to give the title compound that is used without further purification. Reactants: CCO, O=C1C(NS(=O)(=O)c2cc3ccc(Cl)cc3s2)CCN1Cc1cc2c(Cl)nccc2[nH]1. Product: O=C1C(NS(=O)(=O)c2cc3ccc(Cl)cc3s2)CCN1Cc1cc2cnccc2[nH]1. Reaction SMILES: [CH3:32][CH2:33][OH:34].[Cl:1][c:2]1[n:3][cH:4][cH:5][c:6]2[c:7]1[cH:8][c:9]([CH2:11][N:12]1[C:13](=[O:31])[CH:14]([NH:17][S:18](=[O:19])(=[O:20])[c:21]3[cH:22][c:23]4[c:24]([s:25]3)[cH:26][c:27]([Cl:30])[cH:28][cH:29]4)[CH2:15][CH2:16]1)[nH:10]2>>[cH:2]1[n:3][cH:4][cH:5][c:6]2[c:7]1[cH:8][c:9]([CH2:11][N:12]1[C:13](=[O:31])[CH:14]([NH:17][S:18](=[O:19])(=[O:20])[c:21]3[cH:22][c:23]4[c:24]([s:25]3)[cH:26][c:27]([Cl:30])[cH:28][cH:29]4)[CH2:15][CH2:16]1)[nH:10]2.